Dataset: the Open Reaction Database (ORD), a public repository of structured organic reaction records. Task: describe an organic reaction: reactants, conditions, products, and yield Starting materials: CCCCN(Cc1ccc(OCC(=O)OCC)c(C)c1)c1cccc(-c2ccc(C)cc2)c1C, C1CCOC1, Cl, [Na+], [OH-], O. Product: CCCCN(Cc1ccc(OCC(=O)O)c(C)c1)c1cccc(-c2ccc(C)cc2)c1C. RXN SMILES: [CH2:1]([CH2:2][CH2:3][CH3:4])[N:5]([c:6]1[c:7]([CH3:19])[c:8](-[c:12]2[cH:13][cH:14][c:15]([CH3:18])[cH:16][cH:17]2)[cH:9][cH:10][cH:11]1)[CH2:20][c:21]1[cH:22][c:23]([CH3:34])[c:24]([O:25][CH2:26][C:27](=[O:28])[O:29][CH2:30][CH3:31])[cH:32][cH:33]1.[CH2:38]1[O:39][CH2:40][CH2:41][CH2:42]1.[ClH:37].[Na+:36].[OH-:35].[OH2:43]>>[CH2:1]([CH2:2][CH2:3][CH3:4])[N:5]([c:6]1[c:7]([CH3:19])[c:8](-[c:12]2[cH:13][cH:14][c:15]([CH3:18])[cH:16][cH:17]2)[cH:9][cH:10][cH:11]1)[CH2:20][c:21]1[cH:22][c:23]([CH3:34])[c:24]([O:25][CH2:26][C:27](=[O:28])[OH:29])[cH:32][cH:33]1. The reactants are O=C([O-])[O-], CN(C)C=O, CCOC(=O)c1cccc(Cc2cc(Cl)ccc2O)n1, Clc1ccccc1CBr, [K+], [K+]. Product: CCOC(=O)c1cccc(Cc2cc(Cl)ccc2OCc2ccccc2Cl)n1. Reaction SMILES: [C:21](=[O:22])([O-:23])[O-:24].[CH3:36][N:37]([CH3:38])[CH:39]=[O:40].[Cl:1][c:2]1[cH:3][cH:4][c:5]([OH:20])[c:6]([CH2:8][c:9]2[cH:10][cH:11][cH:12][c:13]([C:15](=[O:16])[O:17][CH2:18][CH3:19])[n:14]2)[cH:7]1.[Cl:27][c:28]1[c:29]([CH2:30][Br:31])[cH:32][cH:33][cH:34][cH:35]1.[K+:25].[K+:26]>>[Cl:1][c:2]1[cH:3][cH:4][c:5]([O:20][CH2:30][c:29]2[c:28]([Cl:27])[cH:35][cH:34][cH:33][cH:32]2)[c:6]([CH2:8][c:9]2[cH:10][cH:11][cH:12][c:13]([C:15](=[O:16])[O:17][CH2:18][CH3:19])[n:14]2)[cH:7]1. Starting materials: ClC=1N=NC(=CC1)C1=CC(=CC=C1)[N+](=O)[O-] (3-chloro-6-(3-nitro-phenyl)-pyridazine), C1(CC1)N1CCNCC1 (1-cyclopropyl-piperazine), [NH4+].[Cl-] (NH4Cl). Solvent: CCCCO (n-BuOH). Reaction conditions: temperature 80 celsius, time 48 hour. Yields the product C1(CC1)N1CCN(CC1)C=1N=NC(=CC1)C1=CC(=CC=C1)[N+](=O)[O-] (3-(4-cyclopropyl-piperazin-1-yl)-6-(3-nitro-phenyl)-pyridazine). The yield is 5.2%. Reaction SMILES: Cl[C:2]1[N:3]=[N:4][C:5]([C:8]2[CH:13]=[CH:12][CH:11]=[C:10]([N+:14]([O-:16])=[O:15])[CH:9]=2)=[CH:6][CH:7]=1.[CH:17]1([N:20]2[CH2:25][CH2:24][NH:23][CH2:22][CH2:21]2)[CH2:19][CH2:18]1.[NH4+].[Cl-]>CCCCO>[CH:17]1([N:20]2[CH2:25][CH2:24][N:23]([C:2]3[N:3]=[N:4][C:5]([C:8]4[CH:13]=[CH:12][CH:11]=[C:10]([N+:14]([O-:16])=[O:15])[CH:9]=4)=[CH:6][CH:7]=3)[CH2:22][CH2:21]2)[CH2:19][CH2:18]1 |f:2.3|. Reported procedure: To a solution of 3-chloro-6-(3-nitro-phenyl)-pyridazine (10.0 g, 424 mmol) in n-BuOH (150 mL) was added 1-cyclopropyl-piperazine (8.55 g, 678 mmol) and NH4Cl (2.27 g, 424 mmol) and the mixture was stirred for 48 h at 80° C. The solvent was removed under reduced pressure, and the residue was diluted with water. After alkalization with ammonia, the mixture was extracted with ethyl acetate. The extract was dried (Na2SO4) and concentrated to give 7.2 g of crude 3-(4-cyclopropyl-piperazin-1-yl)-6-(3-... Starting materials: Cl (HCl), C(C)(C)(C)OC(=O)NC(C)C=1NC(=CC1C(=O)OCC)C1=C2N=C(C(=NC2=CC=C1)C)NC(C)(C)C (ethyl 2-(1-((tert-butoxycarbonyl)amino)ethyl)-5-(3-(tert-butylamino)-2-methylquinoxalin-5-yl)-1H-pyrrole-3-carboxylate), [Li+].[OH-] (LiOH). Run in O1CCOCC1 (dioxane), O1CCOCC1 (dioxane), O (water), O1CCOCC1 (dioxane). Conditions: temperature 100 celsius, time 24 hour. The product is Cl.NC(C)C=1NC(=CC1C(=O)O)C1=C2N=C(C(=NC2=CC=C1)C)NC(C)(C)C (2-(1-aminoethyl)-5-(3-(tert-butylamino)-2-methylquinoxalin-5-yl)-1H-pyrrole-3-carboxylic acid hydrochloride). As a reaction SMILES: C(OC([NH:8][CH:9]([C:11]1[NH:12][C:13]([C:21]2[CH:30]=[CH:29][CH:28]=[C:27]3[C:22]=2[N:23]=[C:24]([NH:32][C:33]([CH3:36])([CH3:35])[CH3:34])[C:25]([CH3:31])=[N:26]3)=[CH:14][C:15]=1[C:16]([O:18]CC)=[O:17])[CH3:10])=O)(C)(C)C.[Li+].[OH-].[ClH:39]>O1CCOCC1.O>[ClH:39].[NH2:8][CH:9]([C:11]1[NH:12][C:13]([C:21]2[CH:30]=[CH:29][CH:28]=[C:27]3[C:22]=2[N:23]=[C:24]([NH:32][C:33]([CH3:34])([CH3:36])[CH3:35])[C:25]([CH3:31])=[N:26]3)=[CH:14][C:15]=1[C:16]([OH:18])=[O:17])[CH3:10] |f:1.2,6.7|. Procedure details: A mixture of ethyl 2-(1-((tert-butoxycarbonyl)amino)ethyl)-5-(3-(tert-butylamino)-2-methylquinoxalin-5-yl)-1H-pyrrole-3-carboxylate (326b) (6.30 g, 12.71 mmol) and LiOH hydrated (2.67 g, 63.6 mmol) in dioxane (24 mL) and water (24 mL) was heated in an oil bath at 100° C. for 10 h. The reaction mixture was concentrated to half of its volume. The remaining mixture was lyophilized for 24 h to give a yellow solid. The yellow solid suspended in 15 mL of dioxane at 0° C. was treated with 35 mL of 4 N ...